This data is from the Open Reaction Database (ORD), a public repository of structured organic reaction records. The task is: describe an organic reaction: reactants, conditions, products, and yield The reactants are CCOC(=O)C(CC=Cc1ccccc1)(Cc1cccc2ccccc12)C(=O)OCC, CS(C)=O, [Cl-], [Li+], O. Product: CCOC(=O)C(CC=Cc1ccccc1)Cc1cccc2ccccc12. Reaction SMILES: [CH2:1]([CH3:2])[O:3][C:4]([C:5]([C:6]([O:7][CH2:8][CH3:9])=[O:10])([CH2:11][c:12]1[cH:13][cH:14][cH:15][c:16]2[cH:17][cH:18][cH:19][cH:20][c:21]12)[CH2:22][CH:23]=[CH:24][c:25]1[cH:26][cH:27][cH:28][cH:29][cH:30]1)=[O:31].[CH3:35][S:36](=[O:37])[CH3:38].[Cl-:34].[Li+:33].[OH2:32]>>[CH2:1]([CH3:2])[O:3][C:4]([CH:5]([CH2:11][c:12]1[cH:13][cH:14][cH:15][c:16]2[cH:17][cH:18][cH:19][cH:20][c:21]12)[CH2:22][CH:23]=[CH:24][c:25]1[cH:26][cH:27][cH:28][cH:29][cH:30]1)=[O:31]. The reactants are ice water, S(=O)(=O)(O)[O-].[K+] (potassium hydrogen sulfate), COCC=1NC=CC1C(=O)OCC (ethyl 2-methoxymethyl-1H-pyrrol-3-carboxylate), C[Si](CCOCCl)(C)C ((2-trimethylsilylethoxy)methyl chloride), [H-].[Na+] (sodium hydride). Solvent: CN(C=O)C (N,N-dimethylformamide). Reaction conditions: time 30 minute. The product is COCC=1N(C=CC1C(=O)OCC)COCC[Si](C)(C)C (Ethyl 2-methoxymethyl-1-(2-trimethylsilylethoxymethyl)-1H-pyrrol-3-carboxylate). Yield: 96.0%. Reaction SMILES: [H-].[Na+].[CH3:3][O:4][CH2:5][C:6]1[NH:7][CH:8]=[CH:9][C:10]=1[C:11]([O:13][CH2:14][CH3:15])=[O:12].[CH3:16][Si:17]([CH3:24])([CH3:23])[CH2:18][CH2:19][O:20][CH2:21]Cl.S([O-])(O)(=O)=O.[K+]>CN(C)C=O>[CH3:3][O:4][CH2:5][C:6]1[N:7]([CH2:21][O:20][CH2:19][CH2:18][Si:17]([CH3:24])([CH3:23])[CH3:16])[CH:8]=[CH:9][C:10]=1[C:11]([O:13][CH2:14][CH3:15])=[O:12] |f:0.1,4.5|. Procedure details: To 1250 ml of dehydrated N,N-dimethylformamide solution containing 63.1 g (1.45 mol) of sodium hydride (55% dispersed material in mineral oil) which had been washed three times with each 500 ml of dehydrated heptane was added dropwise 750 ml of dehydrated N,N-dimethylformamide solution containing 263 g (purity: 95%, 1.36 mol) of ethyl 2-methoxymethyl-1H-pyrrol-3-carboxylate obtained in Reference example 15-(c) at room temperature under argon atmosphere, and the mixture was stirred for 30 minutes... The reactants are ClC=1C=CC(=C(C1)C1=NN(C=C1NC(=O)C=1C=NN2C1N=CC=C2)CC(N2CCN(CC2)C(C)C2=CC=CC=C2)=O)OC(F)F (N-[3-[5-chloro-2-(difluoromethoxy)phenyl]-1-[2-oxo-2-[4-(1-phenylethyl)piperazin-1-yl]ethyl]-1H-pyrazol-4-yl]pyrazolo[1,5-a]pyrimidine-3-carboxamide), ClC=1C=CC(=C(C1)C1=NN(C=C1NC(=O)C=1C=NN2C1N=CC=C2)CC(=O)O)OC(F)F ({3-(5-Chloro-2-difluoromethoxyphenyl)-4-[(pyrazolo[1,5-a]pyrimidine-3-carbonyl)amino]pyrazol-1-yl}acetic acid), CC(CN1CCNCC1)C (1-(2-methylpropyl)piperazine). Product: ClC=1C=CC(=C(C1)C1=NN(C=C1NC(=O)C=1C=NN2C1N=CC=C2)CC(=O)N2CCN(CC2)CC(C)C)OC(F)F (N-[3-[5-chloro-2-(difluoromethoxy)phenyl]-1-[2-[4-(2-methylpropyl)piperazin-1-yl]-2-oxoethyl]-1H-pyrazol-4-yl]pyrazolo[1,5-a]pyrimidine-3-carboxamide). Reaction SMILES: [Cl:1][C:2]1[CH:3]=[CH:4][C:5]([O:42][CH:43]([F:45])[F:44])=[C:6]([C:8]2[C:12]([NH:13][C:14]([C:16]3[CH:17]=[N:18][N:19]4[CH:24]=[CH:23][CH:22]=[N:21][C:20]=34)=[O:15])=[CH:11][N:10]([CH2:25][C:26](=[O:41])[N:27]3[CH2:32][CH2:31][N:30]([CH:33]([C:35]4[CH:40]=CC=C[CH:36]=4)C)[CH2:29][CH2:28]3)[N:9]=2)[CH:7]=1.ClC1C=CC(OC(F)F)=C(C2C(NC(C3C=NN4C=CC=NC=34)=O)=CN(CC(O)=O)N=2)C=1.CC(C)CN1CCNCC1>>[Cl:1][C:2]1[CH:3]=[CH:4][C:5]([O:42][CH:43]([F:45])[F:44])=[C:6]([C:8]2[C:12]([NH:13][C:14]([C:16]3[CH:17]=[N:18][N:19]4[CH:24]=[CH:23][CH:22]=[N:21][C:20]=34)=[O:15])=[CH:11][N:10]([CH2:25][C:26]([N:27]3[CH2:28][CH2:29][N:30]([CH2:33][CH:35]([CH3:36])[CH3:40])[CH2:31][CH2:32]3)=[O:41])[N:9]=2)[CH:7]=1. Procedure details: Using synthetic method analoguous to that of N-[3-[5-chloro-2-(difluoromethoxy)phenyl]-1-[2-oxo-2-[4-(1-phenylethyl)piperazin-1-yl]ethyl]-1H-pyrazol-4-yl]pyrazolo[1,5-a]pyrimidine-3-carboxamide, the title compound was prepared from {3-(5-Chloro-2-difluoromethoxyphenyl)-4-[(pyrazolo[1,5-a]pyrimidine-3-carbonyl)amino]pyrazol-1-yl}acetic acid and 1-(2-methylpropyl)piperazine. LCMS (Method 25) [M+H]+=587.1, RT=1.80 min. 1H NMR (300 MHz, DMSO-d6) δ: (ppm) 9.75 (s, 1H), 9.33 (dd, 1H, J=1.8, 6.9 Hz), 8... Run in CN(C)C=O (DMF). Procedure: To the solution of 8-10 (7.0 g, 21.3 mmol) in anhydrous DMF (20 mL) was added KOH (4.34 g, 78.0 mmol), and MeI (4.55 g, 32.0 mmol) at room temperature. After the mixture was stirred for 1 h, TLC showed that the reaction was completed. The mixture was quenched with water and extracted with ethyl acetate (150 mL×3). The organic layers were combined and concentrated in vacuo. 8-11 (7.2 g, crude) was obtained as yellow oil and used for the next step without further purification. Reaction conditions: time 1 hour. RXN SMILES: [Br:1][C:2]1[C:3]([O:18][CH3:19])=[C:4]2[C:8](=[C:9]([F:11])[CH:10]=1)[NH:7][CH:6]=[C:5]2[CH2:12][C:13]([N:15]([CH3:17])[CH3:16])=[O:14].[OH-].[K+].[CH3:22]I>CN(C=O)C>[Br:1][C:2]1[C:3]([O:18][CH3:19])=[C:4]2[C:8](=[C:9]([F:11])[CH:10]=1)[N:7]([CH3:22])[CH:6]=[C:5]2[CH2:12][C:13]([N:15]([CH3:17])[CH3:16])=[O:14] |f:1.2|. Yields the product BrC=1C(=C2C(=CN(C2=C(C1)F)C)CC(=O)N(C)C)OC (2-(5-bromo-7-fluoro-4-methoxy-1-methyl-1H-indol-3-yl)-N,N-dimethylacetamide). Starting materials: BrC=1C(=C2C(=CNC2=C(C1)F)CC(=O)N(C)C)OC (2-(5-bromo-7-fluoro-4-methoxy-1H-indol-3-yl)-N,N-dimethylacetamide), [OH-].[K+] (KOH), CI (MeI).